Task: describe an organic reaction: reactants, conditions, products, and yield. Dataset: the Open Reaction Database (ORD), a public repository of structured organic reaction records Starting materials: FC1(C(NC2=C(C(=N1)C1=C(C=CC=C1)Cl)C=C(C=C2)Cl)=O)C(=O)O (3-fluoro-5-o-chlorophenyl-7-chloro-2,3-dihydro-1H-1,4-benzodiazepin-2-one-3-carboxylic acid), ClC1=C(C=CC=C1)C1=NC(C(NC2=C1C=C(C=C2)Cl)=O)C(=O)O (5-o-chlorophenyl-7-chloro-2,3-dihydro-1H-1,4-benzodiazepin-2-one-3-carboxylic acid), C(F)(F)(F)OF (CF3OF). Run in N1=CC=CC=C1 (pyridine). Yields the product FC1C(NC2=C(C(=N1)C1=C(C=CC=C1)Cl)C=C(C=C2)Cl)=O (3-fluoro-5-o-chlorophenyl-7-chloro-2,3-dihydro-1H-1,4-benzodiazepin-2-one). RXN SMILES: [F:1][C:2]1(C(O)=O)[N:8]=[C:7]([C:9]2[CH:14]=[CH:13][CH:12]=[CH:11][C:10]=2[Cl:15])[C:6]2[CH:16]=[C:17]([Cl:20])[CH:18]=[CH:19][C:5]=2[NH:4][C:3]1=[O:21].ClC1C=CC=CC=1C1C2C=C(Cl)C=CC=2NC(=O)C(C(O)=O)N=1.C(OF)(F)(F)F>N1C=CC=CC=1>[F:1][CH:2]1[N:8]=[C:7]([C:9]2[CH:14]=[CH:13][CH:12]=[CH:11][C:10]=2[Cl:15])[C:6]2[CH:16]=[C:17]([Cl:20])[CH:18]=[CH:19][C:5]=2[NH:4][C:3]1=[O:21]. Procedure: 3.7 g. of 3-fluoro-5-o-chlorophenyl-7-chloro-2,3-dihydro-1H-1,4-benzodiazepin-2-one-3-carboxylic acid, obtainable from 5-o-chlorophenyl-7-chloro-2,3-dihydro-1H-1,4-benzodiazepin-2-one-3-carboxylic acid and CF3OF, in 50 ml. of pyridine are boiled for 1 hour with 0.5 g. of CuO. The mixture is cooled, poured onto ice and filtered to give 3-fluoro-5-o-chlorophenyl-7-chloro-2,3-dihydro-1H-1,4-benzodiazepin-2-one, m.p. 211° (decomposition).